This data is from the Open Reaction Database (ORD), a public repository of structured organic reaction records. The task is: describe an organic reaction: reactants, conditions, products, and yield The reactants are CC(C)(C)O, CCOC(=O)c1c2n(c3c(Cl)c(N4CCC(N(C)C)C4)c(F)cc3c1=O)C(C)S2, Cl, [K+], [OH-], O. Product: CC1Sc2c(C(=O)O)c(=O)c3cc(F)c(N4CCC(N(C)C)C4)c(Cl)c3n21. Reaction SMILES: [CH3:32][C:33]([OH:34])([CH3:35])[CH3:36].[Cl:1][c:2]1[c:3]([N:22]2[CH2:23][CH:24]([N:27]([CH3:28])[CH3:29])[CH2:25][CH2:26]2)[c:4]([F:21])[cH:5][c:6]2[c:7](=[O:20])[c:8]([C:15](=[O:16])[O:17][CH2:18][CH3:19])[c:9]3[n:10]([c:11]12)[CH:12]([CH3:14])[S:13]3.[ClH:37].[K+:31].[OH-:30].[OH2:38]>>[Cl:1][c:2]1[c:3]([N:22]2[CH2:23][CH:24]([N:27]([CH3:28])[CH3:29])[CH2:25][CH2:26]2)[c:4]([F:21])[cH:5][c:6]2[c:7](=[O:20])[c:8]([C:15](=[O:16])[OH:17])[c:9]3[n:10]([c:11]12)[CH:12]([CH3:14])[S:13]3. Starting materials: COc1ccc2c(c1)c1c(n2C)CCC(=Cc2nc[nH]c2C)C1=O, CCO, O=[Pd]. Product: COc1ccc2c(c1)c1c(n2C)CCC(Cc2nc[nH]c2C)C1=O. As a reaction SMILES: [CH3:1][O:2][c:3]1[cH:4][c:5]2[c:6]3[c:11]([n:12]([CH3:16])[c:13]2[cH:14][cH:15]1)[CH2:10][CH2:9][C:8](=[CH:17][c:18]1[n:19][cH:20][nH:21][c:22]1[CH3:23])[C:7]3=[O:24].[CH3:25][CH2:26][OH:27].[Pd:28]=[O:29]>>[CH3:1][O:2][c:3]1[cH:4][c:5]2[c:6]3[c:11]([n:12]([CH3:16])[c:13]2[cH:14][cH:15]1)[CH2:10][CH2:9][CH:8]([CH2:17][c:18]1[n:19][cH:20][nH:21][c:22]1[CH3:23])[C:7]3=[O:24]. The reactants are BrC1=NC2=CC=CC=C2C(=C1)[N+](=O)[O-] (2-Bromo-4-nitroquinoline), CN(C1=CC=C(C=N1)B(O)O)C ((6-(dimethylamino)pyridin-3-yl)boronic acid). Product: CN(C1=NC=C(C=C1)C1=NC2=CC=CC=C2C(=C1)[N+](=O)[O-])C (N,N-Dimethyl-5-(4-nitroquinolin-2-yl)pyridin-2-amine), solid. The yield is 68.0%. As a reaction SMILES: Br[C:2]1[CH:11]=[C:10]([N+:12]([O-:14])=[O:13])[C:9]2[C:4](=[CH:5][CH:6]=[CH:7][CH:8]=2)[N:3]=1.[CH3:15][N:16]([CH3:26])[C:17]1[N:22]=[CH:21][C:20](B(O)O)=[CH:19][CH:18]=1>>[CH3:15][N:16]([CH3:26])[C:17]1[CH:18]=[CH:19][C:20]([C:2]2[CH:11]=[C:10]([N+:12]([O-:14])=[O:13])[C:9]3[C:4](=[CH:5][CH:6]=[CH:7][CH:8]=3)[N:3]=2)=[CH:21][N:22]=1. Procedure details: N,N-Dimethyl-5-(4-nitroquinolin-2-yl)pyridin-2-amine T480P was prepared using general procedure A from 2-Bromo-4-nitroquinoline (50 mg, 0.2 mmol) and (6-(dimethylamino)pyridin-3-yl)boronic acid (34 mg, 0.2 mmol). The product was obtained as a yellow solid (40 mg, 68%). 1H NMR (400 MHz, CDCl3): δ 8.99 (d, J=2.4 Hz, 1H), 8.36-8.34 (m, 2H), 8.30 (s, 1H), 8.19 (m, 1H), 7.81 (m, 1H), 7.65 (m, 1H), 6.66 (d, J=9.0 Hz, 1H), 3.21 (s, 6H); MS (ESI): 295 (M+H+). Starting materials: COC=1C=C2C(C(C3=C(OC4(CCNCC4)CS3)C2=CC1)=O)=O (8-methoxyspiro[naphtho[1,2-b][1,4]oxathiine-2,4′-piperidine]-5,6-dione), C(C)(C)(C)C1=CC=C(OC[C@H]2OC2)C=C1 ((2S)-2-[(4-tert-butylphenoxy)methyl]oxirane). Product: C(C)(C)(C)C1=CC=C(OC[C@H](CN2CCC3(CC2)CSC2=C(O3)C3=CC=C(C=C3C(C2=O)=O)OC)O)C=C1 (1′-[(2S)-3-(4-tert-butylphenoxy)-2-hydroxypropyl]-8-methoxyspiro[naphtho[1,2-b][1,4]oxathiine-2,4′-piperidine]-5,6-dione). RXN SMILES: [CH3:1][O:2][C:3]1[CH:4]=[C:5]2[C:19](=[CH:20][CH:21]=1)[C:9]1[O:10][C:11]3([CH2:17][S:18][C:8]=1[C:7](=[O:22])[C:6]2=[O:23])[CH2:16][CH2:15][NH:14][CH2:13][CH2:12]3.[C:24]([C:28]1[CH:38]=[CH:37][C:31]([O:32][CH2:33][C@@H:34]2[CH2:36][O:35]2)=[CH:30][CH:29]=1)([CH3:27])([CH3:26])[CH3:25]>>[C:24]([C:28]1[CH:38]=[CH:37][C:31]([O:32][CH2:33][C@@H:34]([OH:35])[CH2:36][N:14]2[CH2:15][CH2:16][C:11]3([O:10][C:9]4[C:19]5[C:5]([C:6](=[O:23])[C:7](=[O:22])[C:8]=4[S:18][CH2:17]3)=[CH:4][C:3]([O:2][CH3:1])=[CH:21][CH:20]=5)[CH2:12][CH2:13]2)=[CH:30][CH:29]=1)([CH3:25])([CH3:26])[CH3:27]. Procedure: Compound 202 was synthesized using 8-methoxyspiro[naphtho[1,2-b][1,4]oxathiine-2,4′-piperidine]-5,6-dione, (2S)-2-[(4-tert-butylphenoxy)methyl]oxirane and conditions outlined in procedure Y. M.p.=188-190° C.; 400 MHz 1H NMR (DMSO-d6) δ: 7.73 (d, J=8.6 Hz, 1H), 7.38 (d, J=7.6 Hz, 1H), 7.34 (d, J=2.8 Hz, 1H), 7.31 (d, J=3.0 Hz, 1H), 7.28 (d, J=8.0 Hz, 2H), 6.85 (d, J=9.0 Hz, 1H), 4.86 (d, J=4.7 Hz, 1H), 4.00-3.81 (m, 1H), 3.87 (s, 3H), 3.05 (s, 2H), 2.86-2.73 (m, 2H), 2.54-2.38 (m, 2H), 2.02-1.95 ... As a reaction SMILES: [C:1]1([N:7]2[C:11](=[O:12])[C:10]3[CH:13]=[CH:14][CH:15]=[CH:16][C:9]=3[Se:8]2)[CH:6]=[CH:5][CH:4]=[CH:3][CH:2]=1.[CH2:17]([O:19][C:20](=[O:23])[CH2:21][SH:22])[CH3:18]>>[CH2:17]([O:19][C:20](=[O:23])[CH2:21][S:22][Se:8][C:9]1[CH:16]=[CH:15][CH:14]=[CH:13][C:10]=1[C:11](=[O:12])[NH:7][C:1]1[CH:6]=[CH:5][CH:4]=[CH:3][CH:2]=1)[CH3:18]. The product is C(C)OC(CS[Se]C1=C(C=CC=C1)C(NC1=CC=CC=C1)=O)=O (S-(2-phenylcarbamoyl-phenylselenyl)-mercaptoacetic acid ethyl ester). Reactants: C1(=CC=CC=C1)N1[Se]C2=C(C1=O)C=CC=C2 (2-phenyl-1,2-benzisoselenazole-3(2H)-one), C(C)OC(CS)=O (mercaptoacetic acid ethyl ester). Reported procedure: Prepared similar to example 1 from 2 g (7,3 mmol) of 2-phenyl-1,2-benzisoselenazole-3(2H)-one and 1 g (8,3 mmol) of mercaptoacetic acid ethyl ester. The reactants are CCOc1cc(C(C)(C)C)ncc1C1=NC(C)(c2ccc(Cl)cc2)C(C)(c2ccc(Cl)cc2)N1C(=O)N1CCC(CC(=O)O)CC1, COCCNCCOC. The product is CCOc1cc(C(C)(C)C)ncc1C1=NC(C)(c2ccc(Cl)cc2)C(C)(c2ccc(Cl)cc2)N1C(=O)N1CCC(CC(=O)N(CCOC)CCOC)CC1. As a reaction SMILES: [C:1]([CH3:2])([CH3:3])([CH3:4])[c:5]1[cH:6][c:7]([O:44][CH2:45][CH3:46])[c:8]([C:11]2=[N:15][C:14]([CH3:16])([c:17]3[cH:18][cH:19][c:20]([Cl:23])[cH:21][cH:22]3)[C:13]([CH3:24])([c:25]3[cH:26][cH:27][c:28]([Cl:31])[cH:29][cH:30]3)[N:12]2[C:32](=[O:33])[N:34]2[CH2:35][CH2:36][CH:37]([CH2:40][C:41](=[O:42])[OH:43])[CH2:38][CH2:39]2)[cH:9][n:10]1.[CH3:47][O:48][CH2:49][CH2:50][NH:51][CH2:52][CH2:53][O:54][CH3:55]>>[C:1]([CH3:2])([CH3:3])([CH3:4])[c:5]1[cH:6][c:7]([O:44][CH2:45][CH3:46])[c:8]([C:11]2=[N:15][C:14]([CH3:16])([c:17]3[cH:18][cH:19][c:20]([Cl:23])[cH:21][cH:22]3)[C:13]([CH3:24])([c:25]3[cH:26][cH:27][c:28]([Cl:31])[cH:29][cH:30]3)[N:12]2[C:32](=[O:33])[N:34]2[CH2:35][CH2:36][CH:37]([CH2:40][C:41](=[O:42])[N:51]([CH2:50][CH2:49][O:48][CH3:47])[CH2:52][CH2:53][O:54][CH3:55])[CH2:38][CH2:39]2)[cH:9][n:10]1. Reported procedure: In 10 volume parts of water is dissolved 0.180 part of 3,4-dihydro-2-isopropylamino-5,6-dihydroxy-1(2H)-naphthalenone hydrobromide and with the addition of 0.2 part of 5 % palladium-on-carbon, catalytic reduction is carried out in a current of hydrogen gas. The absorption of hydrogen ceases when 9 volume parts of hydrogen has been absorbed. The catalyst is filtered off and the filtrate is freeze-dried. Finally, the residue is recrystallized from ethanol-ethyl ether. The procedure gives colorless... The reagents and catalysts are [Pd] (palladium-on-carbon). Product: Br.OC1C(CCC2=C(C(=CC=C12)O)O)NC(C)C (1,5,6-trihydroxy-2-isopropylamino-1,2,3,4-tetrahydronaphthalene hydrobromide). RXN SMILES: [H][H].[BrH:3].[CH:4]([NH:7][CH:8]1[CH2:17][CH2:16][C:15]2[C:10](=[CH:11][CH:12]=[C:13]([OH:19])[C:14]=2[OH:18])[C:9]1=[O:20])([CH3:6])[CH3:5]>O.[Pd]>[BrH:3].[OH:20][CH:9]1[C:10]2[C:15](=[C:14]([OH:18])[C:13]([OH:19])=[CH:12][CH:11]=2)[CH2:16][CH2:17][CH:8]1[NH:7][CH:4]([CH3:6])[CH3:5] |f:1.2,5.6|. The solvent is O (water). The reactants are Br.C(C)(C)NC1C(C2=CC=C(C(=C2CC1)O)O)=O (3,4-dihydro-2-isopropylamino-5,6-dihydroxy-1(2H)-naphthalenone hydrobromide), [H][H] (hydrogen).